From a dataset of the Open Reaction Database (ORD), a public repository of structured organic reaction records. describe an organic reaction: reactants, conditions, products, and yield The reactants are O (water), C(C1=CC=CC=C1)OC[C@@H](CO)C(C)C ((R)-2-(benzyloxy-methyl)-3-methyl butanol), CN(C=O)C (N,N-dimethyl formamide), P(=O)(Br)(Br)Br (phosphorus oxybromide). Run in CC1=CC=CC=C1 (methyl benzene). Run at time 20 minute. Product: C(C1=CC=CC=C1)OC[C@@H](CBr)C(C)C ((S)-2-(benzyloxy-methyl)-3-methyl-butyl bromide). Isolated yield 79.2%. RXN SMILES: [CH2:1]([O:8][CH2:9][C@H:10]([CH:13]([CH3:15])[CH3:14])[CH2:11]O)[C:2]1[CH:7]=[CH:6][CH:5]=[CH:4][CH:3]=1.CN(C)C=O.P(Br)(Br)([Br:23])=O.O>CC1C=CC=CC=1>[CH2:1]([O:8][CH2:9][C@H:10]([CH:13]([CH3:15])[CH3:14])[CH2:11][Br:23])[C:2]1[CH:7]=[CH:6][CH:5]=[CH:4][CH:3]=1. Reported procedure: Dissolve (R)-2-(benzyloxy-methyl)-3-methyl butanol (15.6 g, 75 mmol) and N,N-dimethyl formamide (0.6 g, 8.25 mmol) in methyl benzene (351 ml), add phosphorus oxybromide (25.8 g, 90 mmol) in droplets slowly, and control the temperature below 60° C. in that process; then, let them to react at 80° C. for 2 hours; cool down to room temperature, add water (702 ml), stir for 20 minutes, and separate the layers; extract the aqueous layer with petroleum ether for three cycles, combine the organic layers... Starting materials: CNN (Methylhydrazine), ClC=1C=C2C(C(CN(C2=CC1)C=O)=CO)=O (6-chloro-1-formyl-3-hydroxymethylene-4-oxo-1,2,3,4-tetrahydroquinoline), C(C)(=O)O (acetic acid). The solvent is CO (methanol). Run at time 1.5 hour. Product: ClC1=CC=2C3=C(CN(C2C=C1)C=O)C=NN3C (8-chloro-4,5-dihydro-5-formyl-1-methyl-1H -pyrazolo[4,3-c]quinoline). The yield is 61.7%. As a reaction SMILES: [CH3:1][NH:2][NH2:3].[Cl:4][C:5]1[CH:6]=[C:7]2[C:12](=[CH:13][CH:14]=1)[N:11]([CH:15]=[O:16])[CH2:10][C:9](=[CH:17]O)[C:8]2=O.C(O)(=O)C>CO>[Cl:4][C:5]1[CH:14]=[CH:13][C:12]2[N:11]([CH:15]=[O:16])[CH2:10][C:9]3[CH:17]=[N:3][N:2]([CH3:1])[C:8]=3[C:7]=2[CH:6]=1. Procedure: Methylhydrazine (52.5 g) was dropwise to a mixture of 6-chloro-1-formyl-3-hydroxymethylene-4-oxo-1,2,3,4-tetrahydroquinoline (276 g) and acetic acid (13 ml) in methanol (2.76 liters) at 10° C. to 12° C. over a period of 10 minutes. After being stirred for 1.5 hours at the same temperature, the resulting precipitate was collected by filtration, washed with methanol and dried to give 8-chloro-4,5-dihydro-5-formyl-1-methyl-1H -pyrazolo[4,3-c]quinoline (174 g). The reactants are C(C(=O)O)(=O)O (oxalic acid), O1[C@@H](C1)COC1=C2C=CNC2=CC=C1 ((S)-(+)-4-(oxiranylmethoxy)-1H-indole), OC1(CCNCC1)C1=CC(=CC=C1)C(F)(F)F (4-hydroxy-4-(3-trifluoromethylphenyl)piperidine), CO (methanol). Run in C(C)(=O)OCC (ethyl acetate), C(C)(=O)OCC (ethyl acetate). Product: C(C(=O)O)(=O)O.N1C=CC2=C(C=CC=C12)OC[C@H](CN1CCC(CC1)(C1=CC(=CC=C1)C(F)(F)F)O)O ((2S)-(-)-1-(4-indolyloxy)-3-(4-hydroxy-4-(3-trifluoromethylphenyl)piperidin-1-yl)-2-propanol ethanedioate). As a reaction SMILES: [O:1]1[CH2:3][C@H:2]1[CH2:4][O:5][C:6]1[CH:14]=[CH:13][CH:12]=[C:11]2[C:7]=1[CH:8]=[CH:9][NH:10]2.[OH:15][C:16]1([C:22]2[CH:27]=[CH:26][CH:25]=[C:24]([C:28]([F:31])([F:30])[F:29])[CH:23]=2)[CH2:21][CH2:20][NH:19][CH2:18][CH2:17]1.[C:32]([OH:37])(=[O:36])[C:33]([OH:35])=[O:34].CO>C(OCC)(=O)C>[C:32]([OH:37])(=[O:36])[C:33]([OH:35])=[O:34].[NH:10]1[C:11]2[C:7](=[C:6]([O:5][CH2:4][C@@H:2]([OH:1])[CH2:3][N:19]3[CH2:20][CH2:21][C:16]([OH:15])([C:22]4[CH:27]=[CH:26][CH:25]=[C:24]([C:28]([F:30])([F:31])[F:29])[CH:23]=4)[CH2:17][CH2:18]3)[CH:14]=[CH:13][CH:12]=2)[CH:8]=[CH:9]1 |f:5.6|. Procedure details: The title compound was prepared in similar fashion from (S)-(+)-4-(oxiranylmethoxy)-1H-indole and 4-hydroxy-4-(3-trifluoromethylphenyl)piperidine. The resulting free base was dissolved in ethyl acetate, and precipitated with one equivalent of oxalic acid in ethyl acetate in 59% overall yield. FDMS m/e=426 (M+ of free base). α[D]589 =-11.39 (c=0.56, methanol). RXN SMILES: [CH2:15]([CH2:16][CH2:17][CH3:18])[NH2:19].[Cl:1][c:2]1[c:3]2[c:4]([n:5][cH:6][c:7]1[CH2:8][OH:9])[n:10]([CH2:13][CH3:14])[n:11][cH:12]2>>[c:2]1([NH:19][CH2:15][CH2:16][CH2:17][CH3:18])[c:3]2[c:4]([n:5][cH:6][c:7]1[CH2:8][OH:9])[n:10]([CH2:13][CH3:14])[n:11][cH:12]2. The product is CCCCNc1c(CO)cnc2c1cnn2CC. Reactants: CCCCN, CCn1ncc2c(Cl)c(CO)cnc21.